Dataset: the Open Reaction Database (ORD), a public repository of structured organic reaction records. Task: describe an organic reaction: reactants, conditions, products, and yield The reactants are [H][H], O=[N+]([O-])c1cc(OC(F)(F)F)c(F)cc1F, C1CCOC1. Product: Nc1cc(OC(F)(F)F)c(F)cc1F. Reaction SMILES: [H:17][H:18].[N+:1]([O-:2])(=[O:3])[c:4]1[cH:5][c:6]([O:12][C:13]([F:14])([F:15])[F:16])[c:7]([F:11])[cH:8][c:9]1[F:10].[O:19]1[CH2:20][CH2:21][CH2:22][CH2:23]1>>[NH2:1][c:4]1[cH:5][c:6]([O:12][C:13]([F:14])([F:15])[F:16])[c:7]([F:11])[cH:8][c:9]1[F:10]. Reactants: C(#N)C1=C2C=CC(=CC2=CC=C1)C(=O)O (5-cyano-naphthalene-2-carboxylic acid), C(C(=O)Cl)(=O)Cl (oxalyl chloride). The reagents and catalysts are CN(C)C=O (DMF). Solvent: C(Cl)Cl (CH2Cl2). Product: C(#N)C1=C2C=CC(=CC2=CC=C1)C(=O)Cl (5-cyano-naphthalene-2-carboxylic acid chloride). RXN SMILES: [C:1]([C:3]1[CH:12]=[CH:11][CH:10]=[C:9]2[C:4]=1[CH:5]=[CH:6][C:7]([C:13]([OH:15])=O)=[CH:8]2)#[N:2].C(Cl)(=O)C([Cl:19])=O>C(Cl)Cl.CN(C=O)C>[C:1]([C:3]1[CH:12]=[CH:11][CH:10]=[C:9]2[C:4]=1[CH:5]=[CH:6][C:7]([C:13]([Cl:19])=[O:15])=[CH:8]2)#[N:2]. Reported procedure: To a suspension of 5-cyano-naphthalene-2-carboxylic acid, 2, (0.084 g, 0.426 mmol) in CH2Cl2 (2 mL) at room temperature containing 1 drop of DMF is added oxalyl chloride (0.074 mL). Once the solution is homogeneous, the solution is concentrated in vacuo and the crude product is used without further purification. Procedure: 2′,4′,6′-triiodo-3′,5′-bis(carboxymethyl)-3-nitrobiphenyl-4-carboxylic acid (18) is coupled with 1,3,4,6-tetra-O-acetyl-D-glucosamine in the presence of 1-[3-(dimethylamino)propyl]-3-ethylcarbodiimide hydrochloride and N-hydrosuccinamide to yield 2-nitro-4-[3′,5′-bis(carboxy)-2′,4′,6′-triiodophenyl]-benzoyl-1,3,4,6-tetra-O-acetyl-D-glucosamine. The protecting acetyl groups on the glucosamine moiety are removed by reaction with sodium hydroxide in methanol to yield 2-nitro-4-[3′,5′-bis(carboxy)-2... Starting materials: IC1=C(C(=C(C(=C1CC(=O)O)I)CC(=O)O)I)C1=CC(=C(C=C1)C(=O)O)[N+](=O)[O-] (2′,4′,6′-triiodo-3′,5′-bis(carboxymethyl)-3-nitrobiphenyl-4-carboxylic acid), C(C)(=O)OC1[C@H](N)[C@@H](OC(C)=O)[C@H](OC(C)=O)[C@H](O1)COC(C)=O (1,3,4,6-tetra-O-acetyl-D-glucosamine), Cl.CN(CCCN=C=NCC)C (1-[3-(dimethylamino)propyl]-3-ethylcarbodiimide hydrochloride). Yields the product [N+](=O)([O-])C1=C(C(=O)C2(OC(C)=O)[C@H](N)[C@@H](OC(C)=O)[C@H](OC(C)=O)[C@H](O2)COC(C)=O)C=CC(=C1)C1=C(C(=C(C(=C1I)C(=O)O)I)C(=O)O)I (2-nitro-4-[3′,5′-bis(carboxy)-2′,4′,6′-triiodophenyl]-benzoyl-1,3,4,6-tetra-O-acetyl-D-glucosamine). As a reaction SMILES: [I:1][C:2]1[C:7](CC(O)=O)=[C:6]([I:12])[C:5](CC(O)=O)=[C:4]([I:17])[C:3]=1[C:18]1[CH:23]=[CH:22][C:21]([C:24](O)=[O:25])=[C:20]([N+:27]([O-:29])=[O:28])[CH:19]=1.[C:30]([O:33][CH:34]1[O:48][C@H:47]([CH2:49][O:50][C:51](=[O:53])[CH3:52])[C@@H:42]([O:43][C:44](=[O:46])[CH3:45])[C@H:37]([O:38][C:39](=[O:41])[CH3:40])[C@H:35]1[NH2:36])(=[O:32])[CH3:31].Cl.CN(C)CCCN=C=NCC>>[N+:27]([C:20]1[CH:19]=[C:18]([C:3]2[C:2]([I:1])=[C:7]([C:30]([OH:33])=[O:32])[C:6]([I:12])=[C:5]([C:39]([OH:41])=[O:38])[C:4]=2[I:17])[CH:23]=[CH:22][C:21]=1[C:24]([C:34]1([O:48][C@H:47]([CH2:49][O:50][C:51](=[O:53])[CH3:52])[C@@H:42]([O:43][C:44](=[O:46])[CH3:45])[C@H:37]([O:38][C:39](=[O:41])[CH3:40])[C@H:35]1[NH2:36])[O:33][C:30](=[O:32])[CH3:31])=[O:25])([O-:29])=[O:28] |f:2.3|.